Task: describe an organic reaction: reactants, conditions, products, and yield. Dataset: the Open Reaction Database (ORD), a public repository of structured organic reaction records Reactants: C(C(C)C)OCCC1=CC=C(OCC2CO2)C=C1 (1-[4-(2-isobutoxyethyl)phenoxy]-2,3-epoxypropane), NCCN1N=NC2=C1C=CC(=C2)C=2CCC(NN2)=O (6-[1-(2-aminoethyl)benztriazol-5-yl]-4,5-dihydro-3(2H)-pyridazinone). Product: C(C(C)C)OCCC1=CC=C(OCC(CNCCN2N=NC3=C2C=CC(=C3)C=3CCC(NN3)=O)O)C=C1 (6-[1-[2-[3-(4-(2-Isobutoxyethyl)phenoxy)-2-hydroxypropyl-amino]ethyl]benztriazol-5-yl]-4,5-dihydro-3(2H)-pyridazinone). As a reaction SMILES: [CH2:1]([O:5][CH2:6][CH2:7][C:8]1[CH:18]=[CH:17][C:11]([O:12][CH2:13][CH:14]2[O:16][CH2:15]2)=[CH:10][CH:9]=1)[CH:2]([CH3:4])[CH3:3].[NH2:19][CH2:20][CH2:21][N:22]1[C:26]2[CH:27]=[CH:28][C:29]([C:31]3[CH2:32][CH2:33][C:34](=[O:37])[NH:35][N:36]=3)=[CH:30][C:25]=2[N:24]=[N:23]1>>[CH2:1]([O:5][CH2:6][CH2:7][C:8]1[CH:18]=[CH:17][C:11]([O:12][CH2:13][CH:14]([OH:16])[CH2:15][NH:19][CH2:20][CH2:21][N:22]2[C:26]3[CH:27]=[CH:28][C:29]([C:31]4[CH2:32][CH2:33][C:34](=[O:37])[NH:35][N:36]=4)=[CH:30][C:25]=3[N:24]=[N:23]2)=[CH:10][CH:9]=1)[CH:2]([CH3:4])[CH3:3]. Procedure: Prepared analogously to Example 1 from 1-[4-(2-isobutoxyethyl)phenoxy]-2,3-epoxypropane and 6-[1-(2-aminoethyl)benztriazol-5-yl]-4,5-dihydro-3(2H)-pyridazinone. Reactants: C(C1=CC=CC=C1)OC=1C=CC=2C3=C(C=NC2C1)N=C(N3CC(C)(C)NC(=O)NC(C)C)COCC (N-{2-[7-(benzyloxy)-2-(ethoxymethyl)-1H-imidazo[4,5-c]quinolin-1-yl]-1,1-dimethylethyl}-N′-isopropylurea). Reagents/catalysts: [Pd] (palladium on carbon). Solvent: C(C)O (ethanol). Yield: 101.7%. Procedure: A mixture of N-{2-[7-(benzyloxy)-2-(ethoxymethyl)-1H-imidazo[4,5-c]quinolin-1-yl]-1,1-dimethylethyl}-N′-isopropylurea (3.82 g, 7.80 mmol) and 10% palladium on carbon (0.92 g) in ethanol (100 mL) was hydrogenated at 50 psi (3.5×105 Pa) overnight on a Parr apparatus. The mixture was filtered through CELITE filter agent and the filtrate was concentrated under reduced pressure to yield 3.17 g of N-{2-[2-(ethoxymethyl)-7-hydroxy-1H-imidazo[4,5-c]quinolin-1-yl]-1,1-dimethylethyl}-N′-isopropylurea as a... As a reaction SMILES: C([O:8][C:9]1[CH:10]=[CH:11][C:12]2[C:13]3[N:21]([CH2:22][C:23]([NH:26][C:27]([NH:29][CH:30]([CH3:32])[CH3:31])=[O:28])([CH3:25])[CH3:24])[C:20]([CH2:33][O:34][CH2:35][CH3:36])=[N:19][C:14]=3[CH:15]=[N:16][C:17]=2[CH:18]=1)C1C=CC=CC=1>[Pd].C(O)C>[CH2:35]([O:34][CH2:33][C:20]1[N:21]([CH2:22][C:23]([NH:26][C:27]([NH:29][CH:30]([CH3:31])[CH3:32])=[O:28])([CH3:25])[CH3:24])[C:13]2[C:12]3[CH:11]=[CH:10][C:9]([OH:8])=[CH:18][C:17]=3[N:16]=[CH:15][C:14]=2[N:19]=1)[CH3:36]. Product: C(C)OCC=1N(C2=C(C=NC=3C=C(C=CC23)O)N1)CC(C)(C)NC(=O)NC(C)C (N-{2-[2-(ethoxymethyl)-7-hydroxy-1H-imidazo[4,5-c]quinolin-1-yl]-1,1-dimethylethyl}-N′-isopropylurea). The reactants are Cn1c(=O)[nH]c2ccccc2c1=O, ClSC(Cl)(Cl)Cl, [K+], [OH-], O. Yields the product Cn1c(=O)c2ccccc2n(SC(Cl)(Cl)Cl)c1=O. RXN SMILES: [CH3:1][n:2]1[c:3](=[O:13])[nH:4][c:5]2[cH:6][cH:7][cH:8][cH:9][c:10]2[c:11]1=[O:12].[Cl:16][C:17]([S:18][Cl:19])([Cl:20])[Cl:21].[K+:15].[OH-:14].[OH2:22]>>[CH3:1][n:2]1[c:3](=[O:13])[n:4]([S:18][C:17]([Cl:16])([Cl:20])[Cl:21])[c:5]2[cH:6][cH:7][cH:8][cH:9][c:10]2[c:11]1=[O:12]. Reactants: CCO, [K+], [OH-], O, CCC(=O)c1ccc(OCc2ccc(C(OC3CCCCO3)c3cccc(C#N)c3)cc2)c(C)c1O. Yields the product CCC(=O)c1ccc(OCc2ccc(C(OC3CCCCO3)c3cccc(C(=O)O)c3)cc2)c(C)c1O. As a reaction SMILES: [CH3:40][CH2:41][OH:42].[K+:38].[OH-:37].[OH2:39].[OH:1][c:2]1[c:3]([CH3:36])[c:4]([O:5][CH2:6][c:7]2[cH:8][cH:9][c:10]([CH:13]([c:14]3[cH:15][c:16]([C:17]#[N:18])[cH:19][cH:20][cH:21]3)[O:22][CH:23]3[O:24][CH2:25][CH2:26][CH2:27][CH2:28]3)[cH:11][cH:12]2)[cH:29][cH:30][c:31]1[C:32]([CH2:33][CH3:34])=[O:35]>>[OH:1][c:2]1[c:3]([CH3:36])[c:4]([O:5][CH2:6][c:7]2[cH:8][cH:9][c:10]([CH:13]([c:14]3[cH:15][c:16]([C:17](=[O:37])[OH:39])[cH:19][cH:20][cH:21]3)[O:22][CH:23]3[O:24][CH2:25][CH2:26][CH2:27][CH2:28]3)[cH:11][cH:12]2)[cH:29][cH:30][c:31]1[C:32]([CH2:33][CH3:34])=[O:35]. Starting materials: [Br-].CC1=CC=CC(=N1)[Zn+] (6-methyl-2-pyridylzinc bromide), C1CCOC1 (THF), BrC1=CC(=C(S1)C1=C(N=C2N1N=C(C=C2C(CC)CC)C)C)OC (3-(5-bromo-3-methoxy-thiophen-2-yl)-8-(1-ethyl-propyl)-2,6-dimethyl-imidazo[1,2-b]pyridazine). Reagents/catalysts: C1=CC=C(C=C1)P([C-]2C=CC=C2)C3=CC=CC=C3.C1=CC=C(C=C1)P([C-]2C=CC=C2)C3=CC=CC=C3.Cl[Pd]Cl.[Fe+2] (PdCl2(dppf)). Solvent: CCOC(=O)C (EtOAc). Run at temperature 65 celsius. Product: C(C)C(CC)C=1C=2N(N=C(C1)C)C(=C(N2)C)C=2SC(=CC2OC)C2=NC(=CC=C2)C (8-(1-ethyl-propyl)-3-[3-methoxy-5-(6-methyl-pyridin-2-yl)-thiophen-2-yl]-2,6-dimethyl-imidazo[1,2-b]pyridazine). Yield: 31.0%. Reaction SMILES: Br[C:2]1[S:6][C:5]([C:7]2[N:11]3[N:12]=[C:13]([CH3:21])[CH:14]=[C:15]([CH:16]([CH2:19][CH3:20])[CH2:17][CH3:18])[C:10]3=[N:9][C:8]=2[CH3:22])=[C:4]([O:23][CH3:24])[CH:3]=1.[Br-].[CH3:26][C:27]1[N:32]=[C:31]([Zn+])[CH:30]=[CH:29][CH:28]=1.C1COCC1>CCOC(C)=O.C1C=CC(P(C2C=CC=CC=2)[C-]2C=CC=C2)=CC=1.C1C=CC(P(C2C=CC=CC=2)[C-]2C=CC=C2)=CC=1.Cl[Pd]Cl.[Fe+2]>[CH2:17]([CH:16]([C:15]1[C:10]2[N:11]([C:7]([C:5]3[S:6][C:2]([C:31]4[CH:30]=[CH:29][CH:28]=[C:27]([CH3:26])[N:32]=4)=[CH:3][C:4]=3[O:23][CH3:24])=[C:8]([CH3:22])[N:9]=2)[N:12]=[C:13]([CH3:21])[CH:14]=1)[CH2:19][CH3:20])[CH3:18] |f:1.2,5.6.7.8|. Procedure details: To a flask containing 3-(5-bromo-3-methoxy-thiophen-2-yl)-8-(1-ethyl-propyl)-2,6-dimethyl-imidazo[1,2-b]pyridazine (0.20 g, 0.49 mmol) and PdCl2(dppf) (0.018 g, 0.024 mmol) is added a solution of 0.5 M 6-methyl-2-pyridylzinc bromide in THF (3.0 mL, 1.47 mmol). The solution is heated at 65° C. overnight, diluted with EtOAc (30 mL), washed with sat. NH4Cl (2×30 mL), dried over MgSO4, filtered and concentrated. The residue is purified by ISCO column chromatography (15%-20% EtOAc/hexane gradient) fu...